Dataset: the Open Reaction Database (ORD), a public repository of structured organic reaction records. Task: describe an organic reaction: reactants, conditions, products, and yield Starting materials: [Si](C)(C)(C(C)(C)C)O[C@H]1C[C@@H](CC2=CC=C3[C@@H]4CC[C@@H]([C@@]4(C)CC[C@@H]3[C@@]12C)CSCCC(C)(C)O)O[Si](C)(C)C(C)(C)C (1α,3β-bis(tert-butyldimethylsilyloxy)-17β-(3-hydroxy-3-methylbutylthiomethyl)androsta-5,7-diene), O1CCCC1.[F-].C(CCC)[N+](CCCC)(CCCC)CCCC (tetra-n-butylammonium fluoride tetrahydrofuran). Solvent: C(C)(=O)OCC (ethyl acetate), O1CCCC1 (tetrahydrofuran). Yields the product O[C@H]1C[C@@H](CC2=CC=C3[C@@H]4CC[C@@H]([C@@]4(C)CC[C@@H]3[C@@]12C)CSCCC(C)(C)O)O (1α,3β-dihydroxy-17β-(3-hydroxy-3-methylbutylthiomethyl)androsta-5,7-diene). The yield is 83.9%. As a reaction SMILES: [Si]([O:8][C@@H:9]1[C@@:26]2([CH3:27])[C:13](=[CH:14][CH:15]=[C:16]3[C@@H:25]2[CH2:24][CH2:23][C@@:21]2([CH3:22])[C@H:17]3[CH2:18][CH2:19][C@@H:20]2[CH2:28][S:29][CH2:30][CH2:31][C:32]([OH:35])([CH3:34])[CH3:33])[CH2:12][C@@H:11]([O:36][Si](C(C)(C)C)(C)C)[CH2:10]1)(C(C)(C)C)(C)C.O1CCCC1.[F-].C([N+](CCCC)(CCCC)CCCC)CCC>O1CCCC1.C(OCC)(=O)C>[OH:8][C@@H:9]1[C@@:26]2([CH3:27])[C:13](=[CH:14][CH:15]=[C:16]3[C@@H:25]2[CH2:24][CH2:23][C@@:21]2([CH3:22])[C@H:17]3[CH2:18][CH2:19][C@@H:20]2[CH2:28][S:29][CH2:30][CH2:31][C:32]([OH:35])([CH3:34])[CH3:33])[CH2:12][C@@H:11]([OH:36])[CH2:10]1 |f:1.2.3|. Procedure details: To a solution of 1α,3β-bis(tert-butyldimethylsilyloxy)-17β-(3-hydroxy-3-methylbutylthiomethyl)androsta-5,7-diene (130 mg, 0.215 mmol) in tetrahydrofuran (1 ml), was added a 1M tetra-n-butylammonium fluoride tetrahydrofuran solution (2.15 ml, 2.15 mmol), followed by reflux under heating for 5 hours. The reaction mixture was returned to room temperature, diluted with ethyl acetate, washed with water and saturated brine, dried over anhydrous magnesium sulfate and evaporated under reduced pressure t...